This data is from the Open Reaction Database (ORD), a public repository of structured organic reaction records. The task is: describe an organic reaction: reactants, conditions, products, and yield Starting materials: ClC=1C=NC(=C(C(=O)OC)C1)C (methyl 5-chloro-2-methylnicotinate), BrC1=CC=C(C=O)C=C1 (4-bromobenzaldehyde), CC(C)([O-])C.[K+] (potassium tert-butoxide). The solvent is C1CCOC1 (THF), C1CCOC1 (THF). Reaction conditions: temperature -5 celsius, time 10 minute. Product: BrC1=CC=C(C=C1)/C=C/C1=C(C(=O)O)C=C(C=N1)Cl (2-[(E)-2-(4-Bromophenyl)vinyl]-5-chloronicotinic Acid). RXN SMILES: [Cl:1][C:2]1[CH:3]=[N:4][C:5]([CH3:12])=[C:6]([CH:11]=1)[C:7]([O:9]C)=[O:8].[Br:13][C:14]1[CH:21]=[CH:20][C:17]([CH:18]=O)=[CH:16][CH:15]=1.CC(C)([O-])C.[K+]>C1COCC1>[Br:13][C:14]1[CH:21]=[CH:20][C:17](/[CH:18]=[CH:12]/[C:5]2[N:4]=[CH:3][C:2]([Cl:1])=[CH:11][C:6]=2[C:7]([OH:9])=[O:8])=[CH:16][CH:15]=1 |f:2.3|. Reported procedure: A stirred solution of methyl 5-chloro-2-methylnicotinate (7.26 kg, 96.4 wt %, 37.7 mol) and 4-bromobenzaldehyde (6.98 kg, 37.7 mol, 1.0 equiv) in THF (112 L) was put under a nitrogen atmosphere, and then cooled to −5° C. A solution of potassium tert-butoxide (8.46 kg, 75.4 mol, 2.0 equiv) in THF (53 L) was then added via a 1 μm filter, whilst maintaining the internal temperature at <0° C. The resulting reaction mixture was warmed to 25° C., and then aged at this temperature until the reaction wa... Reactants: C1(=CC=CC=C1)C=CC=C(C=O)CCC (5-Phenyl-2-n-propyl-penta-2,4-dienal), [H][H] (hydrogen). Reagents/catalysts: [Ni] (Ni). Reaction conditions: time 20 hour. Product: C1(=CC=CC=C1)CCCC(CO)CCC (5-phenyl-2-n-propyl-pentanol). Isolated yield 89.7%. Reaction SMILES: [C:1]1([CH:7]=[CH:8][CH:9]=[C:10]([CH2:13][CH2:14][CH3:15])[CH:11]=[O:12])[CH:6]=[CH:5][CH:4]=[CH:3][CH:2]=1.[H][H]>[Ni]>[C:1]1([CH2:7][CH2:8][CH2:9][CH:10]([CH2:13][CH2:14][CH3:15])[CH2:11][OH:12])[CH:6]=[CH:5][CH:4]=[CH:3][CH:2]=1. Procedure details: 395 g of 5-Phenyl-2-n-propyl-penta-2,4-dienal from Synthesis Example 1.1 were combined with 14 g of Raney-Ni and hydrogenated at a hydrogen pressure of 20 bar and at a temperature of 120° C. After 20 hours the reaction was finished. The catalyst was removed and the product distilled. 365 g (content 96%) of 5-phenyl-2-n-propyl-pentanol are obtained. Yield: 93.6% of theoretical. Reactants: C(CCC)S(=O)C1=NNC=N1 (3-n-butylsulphinyl-1,2,4-triazole), C(CC)N(C(=O)Cl)CCC (dipropylcarbamoyl chloride), O1CCCC1 (tetrahydrofuran). Run in C(C)N(CC)CC (triethylamine). Yields the product C(CC)N(C(=O)N1N=C(N=C1)S(=O)CCCC)CCC (1-dipropylcarbamoyl-3-n-butylsulphinyl-1,2,4-triazole). RXN SMILES: [CH2:1]([S:5]([C:7]1[N:11]=[CH:10][NH:9][N:8]=1)=[O:6])[CH2:2][CH2:3][CH3:4].[CH2:12]([N:15]([CH2:19][CH2:20][CH3:21])[C:16](Cl)=[O:17])[CH2:13][CH3:14].O1CCCC1>C(N(CC)CC)C>[CH2:12]([N:15]([CH2:19][CH2:20][CH3:21])[C:16]([N:9]1[CH:10]=[N:11][C:7]([S:5]([CH2:1][CH2:2][CH2:3][CH3:4])=[O:6])=[N:8]1)=[O:17])[CH2:13][CH3:14]. Procedure: A mixture of 6.9 g. 3-n-butylsulphinyl-1,2,4-triazole, 8.0 ml. dipropylcarbamoyl chloride, 25 ml. dry tetrahydrofuran and 10 ml. dry triethylamine was refluxed under anhydrous conditions for 2 hours. The cooled reaction mixture was filtered and the filtrate distilled under reduced pressure to give an oily residue which subsequently solidified. This solid product was recrystallized from petroleum ether to give 1-dipropylcarbamoyl-3-n-butylsulphinyl-1,2,4-triazole, m.p. 39° - 40° C. Elemental anal... Starting materials: CCOC(=O)c1ccc(CC2CCN(C)CC2)c(C(F)(F)F)c1, CO. Yields the product CN1CCC(Cc2ccc(C(=O)O)cc2C(F)(F)F)CC1. As a reaction SMILES: [CH3:1][N:2]1[CH2:3][CH2:4][CH:5]([CH2:8][c:9]2[c:10]([C:20]([F:21])([F:22])[F:23])[cH:11][c:12]([C:13](=[O:14])[O:15][CH2:16][CH3:17])[cH:18][cH:19]2)[CH2:6][CH2:7]1.[CH3:24][OH:25]>>[CH3:1][N:2]1[CH2:3][CH2:4][CH:5]([CH2:8][c:9]2[c:10]([C:20]([F:21])([F:22])[F:23])[cH:11][c:12]([C:13](=[O:14])[OH:15])[cH:18][cH:19]2)[CH2:6][CH2:7]1.